Dataset: the Open Reaction Database (ORD), a public repository of structured organic reaction records. Task: describe an organic reaction: reactants, conditions, products, and yield Starting materials: S(=O)(Cl)Cl (thionylchloride), CO (methanol), N([C@@H](CC1=CC=C(C=C1)[N+](=O)[O-])C(=O)O)C(=O)OC(C)(C)C (Boc-Phe(4-NO2)-OH). Conditions: time 1 hour. Yields the product Cl.COC([C@@H](N)CC1=CC=C(C=C1)[N+](=O)[O-])=O (4-nitrophenylalanine methylester hydrochloride). As a reaction SMILES: S(Cl)([Cl:3])=O.[NH:5](C(OC(C)(C)C)=O)[C@H:6]([C:17]([OH:19])=[O:18])[CH2:7][C:8]1[CH:13]=[CH:12][C:11]([N+:14]([O-:16])=[O:15])=[CH:10][CH:9]=1.[CH3:27]O>>[ClH:3].[CH3:27][O:19][C:17](=[O:18])[C@H:6]([CH2:7][C:8]1[CH:9]=[CH:10][C:11]([N+:14]([O-:16])=[O:15])=[CH:12][CH:13]=1)[NH2:5] |f:3.4|. Procedure: 1.49 ml of thionylchloride and 25 ml of methanol were mixed, cooled by dry-ice-acetonitrile bath and 2 g of Boc-Phe(4-NO2)-OH was added thereto. After stirring it for 1 hour and removing the bath, the solution was warmed up till room temperature and further stirred for 2.5 hours. The reaction solvent was concentrated under reduced pressure to obtain 1.83 g of the intended compound as white powder. The reactants are NCc1ccccc1, Clc1nc(Cl)c(Cl)c(Cl)c1Cl, C1COCCO1. The product is Clc1nc(Cl)c(Cl)c(NCc2ccccc2)c1Cl. RXN SMILES: [CH2:12]([c:13]1[cH:14][cH:15][cH:16][cH:17][cH:18]1)[NH2:19].[Cl:1][c:2]1[c:3]([Cl:11])[c:4]([Cl:10])[c:5]([Cl:9])[c:6]([Cl:8])[n:7]1.[O:20]1[CH2:21][CH2:22][O:23][CH2:24][CH2:25]1>>[Cl:1][c:2]1[c:3]([Cl:11])[c:4]([NH:19][CH2:12][c:13]2[cH:14][cH:15][cH:16][cH:17][cH:18]2)[c:5]([Cl:9])[c:6]([Cl:8])[n:7]1. Starting materials: CCOCC, OCCOc1ccc(Oc2cc(F)cc(F)c2)cc1, Cc1ccc(S(=O)(=O)Cl)cc1, c1ccncc1. Product: Cc1ccc(S(=O)(=O)OCCOc2ccc(Oc3cc(F)cc(F)c3)cc2)cc1. As a reaction SMILES: [CH3:31][CH2:32][O:33][CH2:34][CH3:35].[F:1][c:2]1[cH:3][c:4]([O:5][c:6]2[cH:7][cH:8][c:9]([O:10][CH2:11][CH2:12][OH:13])[cH:14][cH:15]2)[cH:16][c:17]([F:19])[cH:18]1.[c:20]1([CH3:30])[cH:21][cH:22][c:23]([S:26](=[O:27])(=[O:28])[Cl:29])[cH:24][cH:25]1.[cH:36]1[cH:37][cH:38][n:39][cH:40][cH:41]1>>[F:1][c:2]1[cH:3][c:4]([O:5][c:6]2[cH:7][cH:8][c:9]([O:10][CH2:11][CH2:12][O:13][S:26]([c:23]3[cH:22][cH:21][c:20]([CH3:30])[cH:25][cH:24]3)(=[O:27])=[O:28])[cH:14][cH:15]2)[cH:16][c:17]([F:19])[cH:18]1. Starting materials: ClC=1C=CC=CC1OC. The reagents and catalysts are N=1C=CC(=CC1C=2N=CC=C(C2)C(C)(C)C)C(C)(C)C, O1B(OC(C)(C)C1(C)C)B2OC(C)(C)C(O2)(C)C, C[OH2+].C[OH2+].C1CC=CCCC=C1.C1CC=CCCC=C1.[Ir].[Ir]. Solvent: O(C)C(C)(C)C. Reaction conditions: temperature 25 celsius, time 16 hour. Product: ClC1=CC=C(C=C1OC)B2OC(C)(C)C(O2)(C)C, ClC1=CC(=CC=C1OC)B2OC(C)(C)C(O2)(C)C. The yield is 38.0%. Reported procedure: General  procedure Cwas  applied  to  1-chloro-2-methoxybenzene 15a(57mg, 0.4mmol).  The  reaction mixture was stirredat room temperature for 16hoursgiving a conversion of 94% (GC-MS) and 16aand 17ain a 60:40mixture which also contained unreacted starting material 15a(1H NMR spectrum). Starting materials: COC1=CC=C(C=C1)C1=CC(CCC1C1=CC=C(C=C1)OC)=O (3,4-bis(4-methoxyphenyl)-2-cyclohexen-1-one), Cl.NO (hydroxylamine hydrochloride), oxime. Solvent: CO (methanol). Conditions: time 8 hour. The product is COC1=CC=C(C=C1)C1=CC(CCC1C1=CC=C(C=C1)OC)=NO (3,4-bis(4-methoxyphenyl)-2-cyclohexen-1-one oxime). Reaction SMILES: [CH3:1][O:2][C:3]1[CH:8]=[CH:7][C:6]([C:9]2[CH:14]([C:15]3[CH:20]=[CH:19][C:18]([O:21][CH3:22])=[CH:17][CH:16]=3)[CH2:13][CH2:12][C:11](=O)[CH:10]=2)=[CH:5][CH:4]=1.Cl.[NH2:25][OH:26]>CO>[CH3:1][O:2][C:3]1[CH:8]=[CH:7][C:6]([C:9]2[CH:14]([C:15]3[CH:20]=[CH:19][C:18]([O:21][CH3:22])=[CH:17][CH:16]=3)[CH2:13][CH2:12][C:11](=[N:25][OH:26])[CH:10]=2)=[CH:5][CH:4]=1 |f:1.2|. Reported procedure: A solution of 188.6 g. of 3,4-bis(4-methoxyphenyl)-2-cyclohexen-1-one and 84.8 g. of hydroxylamine hydrochloride in 1.5 liters of methanol was heated to reflux for three hours. The reaction was then stirred overnight at room temperature and evaporated in vacuo. To the residue were added one liter of ethyl acetate and 600 ml. of water. The layers were separated and the organic layer was washed three times each with 500 ml. of water. The organic layer was dried over sodium sulfate, filtered, and e... Starting materials: C(CCC)[Li] (n-butyllithium), solution, CN(C=O)C (N,N-dimethylformamide), CCOCC (ether), BrC1=CC=C(S1)C=CC=1C2=C(SC1)C=CC=C2 (3-[2-(5-bromo-2-thienyl)-ethenyl]benzo[b]thiophene), CCOCC (ether). Run in hexanes, O (water). Conditions: temperature -70 celsius, time 5 minute. Yields the product S1C2=C(C(=C1)C=CC1=CC=C(S1)C=O)C=CC=C2 (5-[2-(Benzo[b]thiophen-3-yl)ethenyl]thiophene-2-carboxaldehyde). As a reaction SMILES: Br[C:2]1[S:6][C:5]([CH:7]=[CH:8][C:9]2[C:10]3[CH:17]=[CH:16][CH:15]=[CH:14][C:11]=3[S:12][CH:13]=2)=[CH:4][CH:3]=1.C[CH2:19][O:20]CC.C([Li])CCC.CN(C)C=O>O>[S:12]1[CH:13]=[C:9]([CH:8]=[CH:7][C:5]2[S:6][C:2]([CH:19]=[O:20])=[CH:3][CH:4]=2)[C:10]2[CH:17]=[CH:16][CH:15]=[CH:14][C:11]1=2. Reported procedure: To a chilled (-70° C.), stirred solution of 3-[2-(5-bromo-2-thienyl)-ethenyl]benzo[b]thiophene (16.98 g) and ether (300 ml) was added n-butyllithium (23 ml of a 2.5M solution in hexanes), under nitrogen, over 5 mins. After stirring for 1.5 hrs, the mixture was added via canula to a solution of N,N-dimethylformamide (19.3 g) and ether (500 ml). The mixture was allowed to warm to room temperature, stirred overnight, and then poured into water (500 ml). The aqueous phase was separated, and the orga... Starting materials: C(C)(=O)OCC (Ethyl acetate), C(C)(C)(C)OC(=O)N1CCC(CC1)N1N=CC=2C1=NC=NC2Cl (4-(4-chloro-pyrazolo[3,4-d]pyrimidin-1-yl)-piperidine-1-carboxylic acid tert-butyl ester), C(C)(C)(C)OC(=O)N1CCC(CC1)N1N=CC=2C1=NC=NC2Cl (4-(4-chloro-pyrazolo[3,4-d]pyrimidin-1-yl)-piperidine-1-carboxylic acid tert-butyl ester), CS(=O)(=O)C1=CC=C(C(=N1)C)N (6-methanesulfonyl-2-methyl-pyridin-3-ylamine), CS(=O)(=O)C1=CC=C(C(=N1)C)N (6-methanesulfonyl-2-methyl-pyridin-3-ylamine), CC(C)([O-])C.[Na+] (sodium tert-butoxide). Reagents/catalysts: C(C)(=O)[O-].[Pd+2].C(C)(=O)[O-] (palladium acetate), C(C(C)C)N1P2N(CCN(CC1)CCN2CC(C)C)CC(C)C (2,8,9-triisobutyl-2,5,8,9-tetraaza-1-phosphabicyclo[3.3.3]undecane). Solvent: O (water), CN(C=O)C (dimethylformamide). Reaction conditions: temperature 160 celsius. Product: C(C)(C)(C)OC(=O)N1CCC(CC1)N1N=CC=2C1=NC=NC2NC=2C(=NC(=CC2)S(=O)(=O)C)C (4-[4-(6-methanesulfonyl-2-methyl-pyridin-3-ylamino)-pyrazolo[3,4-d]pyrimidin-1-yl]-piperidine-1-carboxylic acid tert-butyl ester). Yield: 46.5%. As a reaction SMILES: [C:1]([O:5][C:6]([N:8]1[CH2:13][CH2:12][CH:11]([N:14]2[C:18]3=[N:19][CH:20]=[N:21][C:22](Cl)=[C:17]3[CH:16]=[N:15]2)[CH2:10][CH2:9]1)=[O:7])([CH3:4])([CH3:3])[CH3:2].[CH3:24][S:25]([C:28]1[N:33]=[C:32]([CH3:34])[C:31]([NH2:35])=[CH:30][CH:29]=1)(=[O:27])=[O:26].CC(C)([O-])C.[Na+].C(OCC)(=O)C>CN(C)C=O.C([O-])(=O)C.[Pd+2].C([O-])(=O)C.C(N1CCN2CCN(CC(C)C)P1N(CC(C)C)CC2)C(C)C.O>[C:1]([O:5][C:6]([N:8]1[CH2:13][CH2:12][CH:11]([N:14]2[C:18]3=[N:19][CH:20]=[N:21][C:22]([NH:35][C:31]4[C:32]([CH3:34])=[N:33][C:28]([S:25]([CH3:24])(=[O:27])=[O:26])=[CH:29][CH:30]=4)=[C:17]3[CH:16]=[N:15]2)[CH2:10][CH2:9]1)=[O:7])([CH3:4])([CH3:3])[CH3:2] |f:2.3,6.7.8|. Procedure details: A mixture of 4-(4-chloro-pyrazolo[3,4-d]pyrimidin-1-yl)-piperidine-1-carboxylic acid tert-butyl ester (Intermediate 19; 50 mg, 0.15 mmol), 6-methanesulfonyl-2-methyl-pyridin-3-ylamine (Intermediate 4; 28 mg, 0.15 mmol), palladium acetate (0.33 mg, 0.01 equivalent), sodium tert-butoxide (34 mg, 0.36 mmol), and 2,8,9-triisobutyl-2,5,8,9-tetraaza-1-phosphabicyclo[3.3.3]undecane (Aldrich, 1 mg, 0.02 equivalents) in dimethylformamide (2 mL) was heated in the microwave oven at 160° C. for 10 min. Ethy... The solvent is O1CCCC1 (tetrahydrofuran). The yield is 79.7%. Product: COC(=O)CC1=CC=C(OC[C@H](C)NC[C@@H](O)C2=CC=CC=C2)C=C1 (2-[2 -(4 -Methoxycarbonylmethylphenoxy)-1(S)-methylethyl]amino-1(S)-phenylethanol). Starting materials: COC(=O)CC1=CC=C(OC[C@H](C)NC[C@H](C2=CC=CC=C2)O[Si](C)(C)C(C)(C)C)C=C1 (N-[2-(4-methoxycarbonylmethylphenoxy)-1(S)-methylethyl]-2(S)-t-butyldimethylsilyloxy-2-phenylethanamine), [F-].C(CCC)[N+](CCCC)(CCCC)CCCC (tetrabutylammonium fluoride). Reaction SMILES: [CH3:1][O:2][C:3]([CH2:5][C:6]1[CH:32]=[CH:31][C:9]([O:10][CH2:11][C@@H:12]([NH:14][CH2:15][C@@H:16]([O:23][Si](C(C)(C)C)(C)C)[C:17]2[CH:22]=[CH:21][CH:20]=[CH:19][CH:18]=2)[CH3:13])=[CH:8][CH:7]=1)=[O:4].[F-].C([N+](CCCC)(CCCC)CCCC)CCC>O1CCCC1>[CH3:1][O:2][C:3]([CH2:5][C:6]1[CH:32]=[CH:31][C:9]([O:10][CH2:11][C@@H:12]([NH:14][CH2:15][C@H:16]([C:17]2[CH:22]=[CH:21][CH:20]=[CH:19][CH:18]=2)[OH:23])[CH3:13])=[CH:8][CH:7]=1)=[O:4] |f:1.2|. Procedure details: Following a procedure similar to that described in Example 27, but using 970 mg of N-[2-(4-methoxycarbonylmethylphenoxy)-1(S)-methylethyl]-2(S)-t-butyldimethylsilyloxy-2-phenylethanamine (prepared as described in Preparation 30), 20 ml of tetrahydrofuran and 1.7 g of tetrabutylammonium fluoride, 0.58 g of the title compound was obtained as crystals, melting at 70°-71° C. Starting materials: C(C1=CC=C(C(=O)OC)C=C1)(=O)OC (dimethyl terephthalate), C(CCCO)O (1,4-butanediol), CC1=C(C=C(C=C1)N=C=O)N=C=O (2,4-toluenediisocyanate). Reagents/catalysts: CC([O-])C.CC([O-])C.CC([O-])C.CC([O-])C.[Ti+4] (titanium tetraisopropoxide). Reaction conditions: temperature 210 celsius, time 2 hour. The product is C1(=CC=CC=C1)N=C=O (phenyl isocyanate). As a reaction SMILES: C(OC)(=O)C1C=CC(C(OC)=O)=CC=1.C(O)CCCO.C[C:22]1[CH:27]=[CH:26][C:25]([N:28]=[C:29]=[O:30])=[CH:24][C:23]=1N=C=O>CC(C)[O-].CC(C)[O-].CC(C)[O-].CC(C)[O-].[Ti+4]>[C:25]1([N:28]=[C:29]=[O:30])[CH:26]=[CH:27][CH:22]=[CH:23][CH:24]=1 |f:3.4.5.6.7|. Reported procedure: In a 1 liter three-necked resin flask equipped with nitrogen inlet and outlet, thermometer, condenser and mechanical stirrer, were placed 194 grams (1 moles) of dimethyl terephthalate, 207 grams (2.3 moles) of 1,4-butanediol and 0.173 grams of titanium tetraisopropoxide. The mixture was heated at 210° C. for 2 hours while distilling out methanol. The resulting mixture was heated at 250° C. for 30 minutes, and then vacuum was applied for 2 hours. After vacuum was released and replaced with nitrog... The reactants are C(CCC)N (n-butylamine), O1C(=CC=C1)C(=O)Cl (2-furoyl chloride), ice, Cl (HCl). Run in C(Cl)Cl (CH2Cl2). The product is C(CCC)NC(=O)C=1OC=CC1 (N-n-Butylfuran-2-carboxamide). Yield: 88.5%. Reaction SMILES: [CH2:1]([NH2:5])[CH2:2][CH2:3][CH3:4].[O:6]1[CH:10]=[CH:9][CH:8]=[C:7]1[C:11](Cl)=[O:12].Cl>C(Cl)Cl>[CH2:1]([NH:5][C:11]([C:7]1[O:6][CH:10]=[CH:9][CH:8]=1)=[O:12])[CH2:2][CH2:3][CH3:4]. Procedure details: To a solution of n-butylamine (99 mL, 1.0 mol) in CH2Cl2 (300 mL) was added 2-furoyl chloride (33.0 mL, 0.335 mol) dropwise at 0-5° C. with stirring. The reaction mixture was stirred for additional 2 h at 0-5° C. and overnight at room temperature. The solution was poured into a mixture of wet-ice (200 g) and 37% HCl (50 mL). After separation, the organic layer was washed with 2×200 mL water, dried over Na2SO4 and filtered. Removal of solvent provided the title compound (49.59 g, 88.6% yield) as ...